This data is from the Open Reaction Database (ORD), a public repository of structured organic reaction records. The task is: describe an organic reaction: reactants, conditions, products, and yield The reactants are COC1=CC=C2C(=C(N(C2=C1)C)C)C(=O)NCCCN1CCOCC1 (6-methoxy-1,2-dimethyl-N-(3-morpholin-4-ylpropyl)-1H-indole-3-carboxamide), B(Br)(Br)Br (BBr3), C(Cl)Cl (CH2Cl2). Product: OC1=CC=C2C(=C(N(C2=C1)C)C)C(=O)NCCCN1CCOCC1 (6-Hydroxy-1,2-dimethyl-N(3-morpholin-4-ylpropyl)-1H-indole-3-carboxamide). Isolated yield 104.1%. Reaction SMILES: C[O:2][C:3]1[CH:11]=[C:10]2[C:6]([C:7]([C:14]([NH:16][CH2:17][CH2:18][CH2:19][N:20]3[CH2:25][CH2:24][O:23][CH2:22][CH2:21]3)=[O:15])=[C:8]([CH3:13])[N:9]2[CH3:12])=[CH:5][CH:4]=1.B(Br)(Br)Br.C(Cl)Cl>>[OH:2][C:3]1[CH:11]=[C:10]2[C:6]([C:7]([C:14]([NH:16][CH2:17][CH2:18][CH2:19][N:20]3[CH2:21][CH2:22][O:23][CH2:24][CH2:25]3)=[O:15])=[C:8]([CH3:13])[N:9]2[CH3:12])=[CH:5][CH:4]=1. Reported procedure: This material was prepared from 6-methoxy-1,2-dimethyl-N-(3-morpholin-4-ylpropyl)-1H-indole-3-carboxamide 68a (0.445 g, 1.29 mmole) by treatment with 1.0 M BBr3 in CH2Cl2 (3.86 ml, 3.86 mmole) in a manner as described previously for example 1d to give a white solid (0.445 g, 59%). 1H NMR (300 MHz, CD3OD) δ7.49 (1H, d, J=8.6 Hz), 6.71 (1H, s), 6.64 (1H, dd, J=2.2, 8.6 Hz), 3.87 (4H, m), 3.56 (3H, s), 3.47 (2H, t, J=6.4 Hz), 3.10-3.24 (6H, m), 2.55 (3H, s), 2.00 (2H, m); ESIMS (MH+): 332.15. The reactants are ClC=1C=C(C=CC1Cl)[C@]1(CN(CC1)C(C1=CC(=C(C(=C1)OC)OC)OC)=O)CCCS(=O)(=O)[O-] ((S)-2-[3-(3,4-dichloro-phenyl)-1-(3,4,5-trimethoxy-benzoyl)-pyrrolidin-3-yl]-ethyl-methanesulfonate), Cl.CN1CCN(CC1)C(=O)N.C1(=CC=CC=C1)C1(CCNCC1)C(=O)O (4-phenyl-piperidine-4-carboxylic acid 4-methylpiperazine-amide hydrochloride), C(C)(=O)OCC (ethyl acetate). The solvent is CO.ClCCl (methanol dichloromethane), CO.ClCCl (methanol dichloromethane), CO.ClCCl (methanol dichloromethane). Yields the product CN1CCN(CC1)C(=O)N.ClC=1C=C(C=CC1Cl)[C@@]1(CN(CC1)C(C1=CC(=C(C(=C1)OC)OC)OC)=O)CCN1CCC(CC1)(C(=O)O)C1=CC=CC=C1 ((R)-1-[2-[3-(3,4-dichloro-phenyl)-1-(3,4,5-trimethoxy-benzoyl)-pyrrolidin-3-yl]-ethyl]-4-phenyl-piperidine-4-carboxylic acid 4-methylpiperazine-amide). RXN SMILES: [Cl:1][C:2]1[CH:3]=[C:4]([C@:9]2([CH2:28][CH2:29]CS([O-])(=O)=O)[CH2:13][CH2:12][N:11]([C:14](=[O:27])[C:15]3[CH:20]=[C:19]([O:21][CH3:22])[C:18]([O:23][CH3:24])=[C:17]([O:25][CH3:26])[CH:16]=3)[CH2:10]2)[CH:5]=[CH:6][C:7]=1[Cl:8].Cl.[CH3:36][N:37]1[CH2:42][CH2:41][N:40]([C:43]([NH2:45])=[O:44])[CH2:39][CH2:38]1.[C:46]1([C:52]2([C:58]([OH:60])=[O:59])[CH2:57][CH2:56][NH:55][CH2:54][CH2:53]2)[CH:51]=[CH:50][CH:49]=[CH:48][CH:47]=1.C(OCC)(=O)C>CO.ClCCl>[CH3:36][N:37]1[CH2:42][CH2:41][N:40]([C:43]([NH2:45])=[O:44])[CH2:39][CH2:38]1.[Cl:1][C:2]1[CH:3]=[C:4]([C@@:9]2([CH2:28][CH2:29][N:55]3[CH2:54][CH2:53][C:52]([C:46]4[CH:47]=[CH:48][CH:49]=[CH:50][CH:51]=4)([C:58]([OH:60])=[O:59])[CH2:57][CH2:56]3)[CH2:13][CH2:12][N:11]([C:14](=[O:27])[C:15]3[CH:20]=[C:19]([O:21][CH3:22])[C:18]([O:23][CH3:24])=[C:17]([O:25][CH3:26])[CH:16]=3)[CH2:10]2)[CH:5]=[CH:6][C:7]=1[Cl:8] |f:1.2.3,5.6,7.8|. Procedure details: Prepare by the method of Example 88.6 using (S)-2-[3-(3,4-dichloro-phenyl)-1-(3,4,5-trimethoxy-benzoyl)-pyrrolidin-3-yl]-ethyl-methanesulfonate and 4-phenyl-piperidine-4-carboxylic acid 4-methylpiperazine-amide hydrochloride to give, after chromatography on silica gel eluting sequentially with ethyl acetate, 3% methanol/dichloromethane, 6% methanol/dichloromethane, and then 10% methanol/dichloromethane, the title compound: Rf =0.41 (silica gel, 6% methanol/dichloromethane).